This data is from the Open Reaction Database (ORD), a public repository of structured organic reaction records. The task is: describe an organic reaction: reactants, conditions, products, and yield The reactants are O=C([O-])[O-], CS(C)=O, COc1cc2nccc(Cl)c2cc1OC, [Cs+], [Cs+], O=C(O)c1cccc2c(F)c(O)ccc12. The product is COc1cc2nccc(Oc3ccc4c(C(=O)O)cccc4c3F)c2cc1OC. RXN SMILES: [C:16](=[O:17])([O-:18])[O-:19].[CH3:37][S:38]([CH3:39])=[O:40].[Cl:22][c:23]1[cH:24][cH:25][n:26][c:27]2[cH:28][c:29]([O:35][CH3:36])[c:30]([O:33][CH3:34])[cH:31][c:32]12.[Cs+:20].[Cs+:21].[F:1][c:2]1[c:3]2[cH:4][cH:5][cH:6][c:7]([C:13](=[O:14])[OH:15])[c:8]2[cH:9][cH:10][c:11]1[OH:12]>>[F:1][c:2]1[c:3]2[cH:4][cH:5][cH:6][c:7]([C:13](=[O:14])[OH:15])[c:8]2[cH:9][cH:10][c:11]1[O:12][c:23]1[cH:24][cH:25][n:26][c:27]2[cH:28][c:29]([O:35][CH3:36])[c:30]([O:33][CH3:34])[cH:31][c:32]12. Reactants: BrC=1C(=NC=C(C1)Br)C (3,5-dibromo-2-methylpyridine), CN1N=CC2=NC(=CC=C21)[Sn](CCCC)(CCCC)CCCC (1-methyl-5-(tributylstannyl)-1H-pyrazolo[4,3-b]pyridine), [Li+].[Cl-] (LiCl). Reagents/catalysts: [Cu]I (CuI), C=1C=CC(=CC1)[P](C=2C=CC=CC2)(C=3C=CC=CC3)[Pd]([P](C=4C=CC=CC4)(C=5C=CC=CC5)C=6C=CC=CC6)([P](C=7C=CC=CC7)(C=8C=CC=CC8)C=9C=CC=CC9)[P](C=1C=CC=CC1)(C=1C=CC=CC1)C=1C=CC=CC1 (Pd(PPh3)4). Run in O1CCOCC1 (dioxane). Run at temperature 100 celsius. Product: BrC=1C=C(C(=NC1)C)C1=CC=C2C(=N1)C=NN2C (5-(5-bromo-2-methylpyridin-3-yl)-1-methyl-1H-pyrazolo[4,3-b]pyridine). As a reaction SMILES: Br[C:2]1[C:3]([CH3:9])=[N:4][CH:5]=[C:6]([Br:8])[CH:7]=1.[CH3:10][N:11]1[C:19]2[C:14](=[N:15][C:16]([Sn](CCCC)(CCCC)CCCC)=[CH:17][CH:18]=2)[CH:13]=[N:12]1.[Li+].[Cl-]>O1CCOCC1.[Cu]I.C1C=CC([P]([Pd]([P](C2C=CC=CC=2)(C2C=CC=CC=2)C2C=CC=CC=2)([P](C2C=CC=CC=2)(C2C=CC=CC=2)C2C=CC=CC=2)[P](C2C=CC=CC=2)(C2C=CC=CC=2)C2C=CC=CC=2)(C2C=CC=CC=2)C2C=CC=CC=2)=CC=1>[Br:8][C:6]1[CH:7]=[C:2]([C:16]2[N:15]=[C:14]3[CH:13]=[N:12][N:11]([CH3:10])[C:19]3=[CH:18][CH:17]=2)[C:3]([CH3:9])=[N:4][CH:5]=1 |f:2.3,^1:46,48,67,86|. Procedure details: To a solution of 3,5-dibromo-2-methylpyridine (320 mg, 1.28 mmol) in dioxane (10 mL), was added 1-methyl-5-(tributylstannyl)-1H-pyrazolo[4,3-b]pyridine (540 mg, 1.28 mmol), CuI (73 mg, 0.38 mmol), LiCl (271 mg, 6.4 mmol) and Pd(PPh3)4 (147 mg, 0.12 mmol). The reaction mixture was heated at 100° C. for 2 h. The reaction was cooled down, washed by sat. NaHCO3, extracted by EtOAc, dried over MgSO4, filtered, concentrated down and purified by silica gel column, eluting by 0-100% EtOAc in hexanes giv... The reactants are FC1=CC=C(C=C1)N1N=CC(=C(C1=O)OS(=O)(=O)C1=CC=C(C)C=C1)C1=CC=C(C=C1)S(=O)(=O)C (2-(4-fluorophenyl)-5-[4-(methylsulfonyl)phenyl]-4-tosyloxy-3(2H)-pyridazinone), N (NH3). Product: FC1=CC=C(C=C1)N1N=CC(=C(C1=O)OCCC(C)C)C1=CC=C(C=C1)S(=O)(=O)C (2-(4-Fluorophenyl)-4-(3-methylbutoxy)-5-[4-(methylsulfonyl)phenyl]-3(2H)-pyridazinone). As a reaction SMILES: [F:1][C:2]1[CH:7]=[CH:6][C:5]([N:8]2[C:13](=[O:14])[C:12]([O:15]S(C3C=CC(C)=CC=3)(=O)=O)=[C:11]([C:26]3[CH:31]=[CH:30][C:29]([S:32]([CH3:35])(=[O:34])=[O:33])=[CH:28][CH:27]=3)[CH:10]=[N:9]2)=[CH:4][CH:3]=1.N>>[F:1][C:2]1[CH:3]=[CH:4][C:5]([N:8]2[C:13](=[O:14])[C:12]([O:15][CH2:13][CH2:12][CH:11]([CH3:26])[CH3:10])=[C:11]([C:26]3[CH:27]=[CH:28][C:29]([S:32]([CH3:35])(=[O:34])=[O:33])=[CH:30][CH:31]=3)[CH:10]=[N:9]2)=[CH:6][CH:7]=1. Procedure details: The title compound was prepared according to the method of Example 335, starting with 2-(4-fluorophenyl)-5-[4-(methylsulfonyl)phenyl]-4-tosyloxy-3(2H)-pyridazinone in place of 2-(3-chlorophenyl)-5-[4-(methylsulfonyl)phenyl]-4-tosyloxy-3(2H)-pyridazinone substituting 3-methyl-1-butanol in place of isobutanol (yield: 0.3932 g, 94%). mp 117-120° C. 1H NMR (300 MHz, DMSO d6) δ 0.79 (d, J=6 Hz, 6H), 1.41-1.59 (m, 3H), 3.30 (s, 3H), 4.42 (d, J=5 Hz, 2H), 7.36 (m, 2H), 7.65 (m, 2H), 7.90 (m, 2H), 8.06 ... Run at temperature 5 celsius, time 7 hour. Starting materials: ClC1=CC=C(C=C1)I (p-chloroiodobenzene), alcohol, C(O)([O-])=O.[Na+] (sodium hydrogencarbonate), aldehyde, [BH4-].[Na+] (sodium borohydride), [Cl-].[NH4+] (ammonium chloride), C1(=CC=CC=C1)C (toluene). Product: ClC1=CC=C(C=C1)CCCO (3-(p-chlorophenyl)-1-propanol). Isolated yield 93.0%. The solvent is CN(C=O)C (dimethylformamide), O (water). Procedure: 95.38 g (400 mmol) of p-chloroiodobenzene, 34.85 g (600 mmol) of ally alcohol, 0.089 g (0.4 mmol) of palladium acetate and 47.99 g (2,000 mmol) of sodium hydrogencarbonate, were added to 200 ml of dimethylformamide (DMF), followed by heating until the internal temperature of the suspension became 50° C. The heating was continued for 7 hours, and after confirming the formation of the aldehyde compound by gas chromatogram, the suspension was cooled to 5° C. Then, 4.54 g (120 mmol) of sodium borohy... Reagents/catalysts: C(C)(=O)[O-].[Pd+2].C(C)(=O)[O-] (palladium acetate). RXN SMILES: [Cl:1][C:2]1[CH:7]=[CH:6][C:5](I)=[CH:4][CH:3]=1.[C:9](=[O:12])([O-])O.[Na+].[BH4-].[Na+].[Cl-].[NH4+].[C:18]1(C)C=CC=C[CH:19]=1>C([O-])(=O)C.[Pd+2].C([O-])(=O)C.O.CN(C)C=O>[Cl:1][C:2]1[CH:7]=[CH:6][C:5]([CH2:18][CH2:19][CH2:9][OH:12])=[CH:4][CH:3]=1 |f:1.2,3.4,5.6,8.9.10|. Reactants: BrC=1C=C(C=CC1)C(CC#N)O (3-(3-bromophenyl)-3-hydroxypropanenitrile), C[C@H]([C@@H](C(=O)O)N)O (thre). Yields the product NCCC(O)C1=CC(=CC=C1)Br (3-amino-1-(3-bromophenyl)propan-1-ol). RXN SMILES: [Br:1][C:2]1[CH:3]=[C:4]([CH:8]([OH:12])[CH2:9][C:10]#[N:11])[CH:5]=[CH:6][CH:7]=1.C[C@@H](O)[C@H](N)C(O)=O>>[NH2:11][CH2:10][CH2:9][CH:8]([C:4]1[CH:5]=[CH:6][CH:7]=[C:2]([Br:1])[CH:3]=1)[OH:12]. Procedure: Reduction of 3-(3-bromophenyl)-3-hydroxypropanenitrile following thre method used in Example 50 gave 3-amino-1-(3-bromophenyl)propan-1-ol as a light green oil. Yield (2.30 g, 84%.) This material was used in the next step without further purification. 1H NMR (400 MHz, DMSO-d6) δ 7.49 (m, 1H), 7.37 (dt, J=7.2, 1.6 Hz, 1H), 7.23-7.31 (m, 2H), 4.66 (t, J=6.8 Hz, 1H), 2.61 (m, 2H), 1.61 (q, J=6.8 Hz, 2H). Reactants: ClC=1C(=NC=C(C1)Cl)F (3,5-dichloro-2-fluoropyridine), O1C=CC2=C1C=CC(=C2)CNS(=O)(=O)C2=CC=C(C(=O)OC)C=C2 (Methyl 4-(N-(benzofuran-5-ylmethyl)sulfamoyl)benzoate). The product is O1C=CC2=C1C=CC(=C2)CN(S(=O)(=O)C2=CC=C(C(=O)OC)C=C2)C2=NC=C(C=C2Cl)Cl (Methyl 4-(N-(benzofuran-5-ylmethyl)-N-(3,5-dichloropyridin-2-yl)sulfamoyl)benzoate). Reaction SMILES: [Cl:1][C:2]1[C:3](F)=[N:4][CH:5]=[C:6]([Cl:8])[CH:7]=1.[O:10]1[C:14]2[CH:15]=[CH:16][C:17]([CH2:19][NH:20][S:21]([C:24]3[CH:33]=[CH:32][C:27]([C:28]([O:30][CH3:31])=[O:29])=[CH:26][CH:25]=3)(=[O:23])=[O:22])=[CH:18][C:13]=2[CH:12]=[CH:11]1>>[O:10]1[C:14]2[CH:15]=[CH:16][C:17]([CH2:19][N:20]([C:3]3[C:2]([Cl:1])=[CH:7][C:6]([Cl:8])=[CH:5][N:4]=3)[S:21]([C:24]3[CH:33]=[CH:32][C:27]([C:28]([O:30][CH3:31])=[O:29])=[CH:26][CH:25]=3)(=[O:23])=[O:22])=[CH:18][C:13]=2[CH:12]=[CH:11]1. Procedure: The titled compound was prepared according to the procedure described in step-2 of Example 1 from 3,5-dichloro-2-fluoropyridine and methyl 4-(N-(benzofuran-5-ylmethyl)sulfamoyl)benzoate (step-1 of Example 1).